From a dataset of the Open Reaction Database (ORD), a public repository of structured organic reaction records. describe an organic reaction: reactants, conditions, products, and yield Starting materials: C(C1=CC=CC=C1)OC(=O)N[C@@H]1[C@@H]2C(N([C@H](CC1)C2)C(=O)OC(C)(C)C)=O ((1R,2S,5R)-tert-Butyl 2-benzyloxycarbonylamino-7-oxo-6-aza-bicyclo[3.2.1]octane-6-carboxylate). The reagents and catalysts are [Pd] (Pd/C). Run in CO (MeOH). Reaction conditions: time 3 hour. Yields the product N[C@@H]1[C@@H]2C(N([C@H](CC1)C2)C(=O)OC(C)(C)C)=O ((1R,2S,5R)-tert-butyl 2-amino-7-oxo-6-aza-bicyclo[3.2.1]octane-6-carboxylate). The yield is 97.4%. As a reaction SMILES: C(OC([NH:11][C@H:12]1[CH2:18][CH2:17][C@@H:16]2[CH2:19][C@H:13]1[C:14](=[O:27])[N:15]2[C:20]([O:22][C:23]([CH3:26])([CH3:25])[CH3:24])=[O:21])=O)C1C=CC=CC=1>CO.[Pd]>[NH2:11][C@H:12]1[CH2:18][CH2:17][C@@H:16]2[CH2:19][C@H:13]1[C:14](=[O:27])[N:15]2[C:20]([O:22][C:23]([CH3:25])([CH3:24])[CH3:26])=[O:21]. Procedure: (1R,2S,5R)-tert-Butyl 2-benzyloxycarbonylamino-7-oxo-6-aza-bicyclo[3.2.1]octane-6-carboxylate (4.0 g) in MeOH (30 mL) was charged with 10% Pd/C, Degussa (600 mg). The reaction flask was evacuated and then back-filled with hydrogen; this was repeated three more times. The reaction was stirred under 1 atm of H2 for 3 h and then filtered and concentrated to provide (1R,2S,5R)-tert-butyl 2-amino-7-oxo-6-aza-bicyclo[3.2.1]octane-6-carboxylate (2.5 g). MS (ES+)=241.1 (M+H)+. Reactants: N(=[N+]=[N-])C1=CC(OC(=C1)C)=O (4-Azido-6-methyl-2H-pyrone), [H][H] (hydrogen). Reagents/catalysts: [Pd] (Pd/C). Solvent: C(C)O (ethanol). Product: NC1=CC(OC(=C1)C)=O (4-Amino-6-methyl-2H-pyrone). The yield is 101.4%. RXN SMILES: [N:1]([C:4]1[CH:9]=[C:8]([CH3:10])[O:7][C:6](=[O:11])[CH:5]=1)=[N+]=[N-].[H][H]>C(O)C.[Pd]>[NH2:1][C:4]1[CH:9]=[C:8]([CH3:10])[O:7][C:6](=[O:11])[CH:5]=1. Reported procedure: To a 0.310 g (2.05 mmol) of 38 and 0.031 g of 10% Pd/C in 10 mL of ethanol was maintained under 1 atm (a ballonn) of hydrogen gas for 1 hour. The reaction mixture was then filtered through Celite, and ethanol of the filtrate was removed through rotary evaporation to give 0.260 g of 39 (100% yield). 1H NMR δ 5.56 (s, 1H, C3H), 5.12 (s, 1H, C5H), 4.45 (s, 2H, NH2), 2.20 (s, Me); 13C NMR δ 163.6 (s, C2), 161.3 (s), 98.6 (d, C5), 80.4 (d, C3), 19.5 (q, Me).